From a dataset of the Open Reaction Database (ORD), a public repository of structured organic reaction records. describe an organic reaction: reactants, conditions, products, and yield Starting materials: OCC1(CCCC1)CNC(OC(C)(C)C)=O (tert-Butyl [1-(hydroxymethyl)cyclopentyl]methylcarbamate), TEA, O (Water), C(C(=O)Cl)(=O)Cl (oxalyl chloride), CS(=O)C (DMSO). Solvent: C(Cl)Cl (DCM), C(Cl)Cl (DCM). Run at time 5 minute. Product: C(=O)C1(CCCC1)CNC(OC(C)(C)C)=O (tert-Butyl [(1-formylcyclopentyl)methyl]carbamate). Yield: 94.0%. As a reaction SMILES: C(Cl)(=O)C(Cl)=O.CS(C)=O.[OH:11][CH2:12][C:13]1([CH2:18][NH:19][C:20](=[O:26])[O:21][C:22]([CH3:25])([CH3:24])[CH3:23])[CH2:17][CH2:16][CH2:15][CH2:14]1.O>C(Cl)Cl>[CH:12]([C:13]1([CH2:18][NH:19][C:20](=[O:26])[O:21][C:22]([CH3:24])([CH3:23])[CH3:25])[CH2:17][CH2:16][CH2:15][CH2:14]1)=[O:11]. Procedure details: To a solution of oxalyl chloride (456 μL, 5.38 mmol) in DCM (30.0 mL) at −78° C. was added DMSO (637 μL, 8.97 mmol) and the resulting mixture was stirred for 5 minutes. tert-Butyl [1-(hydroxymethyl)cyclopentyl]methylcarbamate (1.03 g, 4.48 mmol) in DCM (10.0 mL) was added and the resulting mixture was stirred for 30 minutes at −78° C. TEA (2.50 mL, 17.9 mmol) was added and the resulting mixture was allowed to warm to ambient temperature over 30 minutes. Water was added. The organic phase was was... The product is [N+](=O)([O-])C1=CC=C(C=C1)OCC(F)(F)F (1-nitro-4-(2,2,2-trifluoroethoxy)benzene). Reaction conditions: temperature 80 celsius, time 2 hour. Reactants: FC1=CC=C(C=C1)[N+](=O)[O-] (1-Fluoro-4-nitrobenzene), FC(CO)(F)F (2,2,2-trifluoroethanol), C([O-])([O-])=O.[K+].[K+] (potassium carbonate). As a reaction SMILES: F[C:2]1[CH:7]=[CH:6][C:5]([N+:8]([O-:10])=[O:9])=[CH:4][CH:3]=1.[F:11][C:12]([F:16])([F:15])[CH2:13][OH:14].C(=O)([O-])[O-].[K+].[K+]>CN(C)C=O.C(OCC)(=O)C>[N+:8]([C:5]1[CH:6]=[CH:7][C:2]([O:14][CH2:13][C:12]([F:16])([F:15])[F:11])=[CH:3][CH:4]=1)([O-:10])=[O:9] |f:2.3.4|. Yield: 95.1%. Reported procedure: 1-Fluoro-4-nitrobenzene (10.6 g) and 2,2,2-trifluoroethanol (12.0 g) were dissolved in N,N-dimethylformamide (80 ml), and potassium carbonate (15.5 g) was added thereto. The mixture was stirred at 80° C. for 2 hr, and allowed to be cooled. To the reaction mixture was added ethyl acetate (100 ml), and the white precipitate was removed by filtration. The filtrate was concentrated under reduced pressure to give an orange residue. The obtained residue was again dissolved in ethyl acetate (400 ml), a... The solvent is C(C)(=O)OCC (ethyl acetate), CN(C=O)C (N,N-dimethylformamide), C(C)(=O)OCC (ethyl acetate).